This data is from the Open Reaction Database (ORD), a public repository of structured organic reaction records. The task is: describe an organic reaction: reactants, conditions, products, and yield Reactants: Cl.C(C)OC(=O)C1=CC2=C(S1)C=CC=C2N2CCNCC2 (ethyl-4-(1-piperazinyl)benzo[b]thiophene-2-carboxylate monohydrochloride), FC1=CC=C(CCBr)C=C1 (4-fluorophenethyl bromide), C([O-])(O)=O.[Na+] (sodium bicarbonate). Run in CN(C=O)C (N,N-dimethylformamide). The product is Cl.C(C)OC(=O)C1=CC2=C(S1)C=CC=C2N2CCN(CC2)CCC2=CC=C(C=C2)F (ethyl-4-[4-[2-(4-fluorophenyl)ethyl]-1-piperazinyl]-benzo[b]thiophene-2-carboxylate monohydrochloride). The yield is 11.0%. RXN SMILES: [ClH:1].[CH2:2]([O:4][C:5]([C:7]1[S:11][C:10]2[CH:12]=[CH:13][CH:14]=[C:15]([N:16]3[CH2:21][CH2:20][NH:19][CH2:18][CH2:17]3)[C:9]=2[CH:8]=1)=[O:6])[CH3:3].[F:22][C:23]1[CH:31]=[CH:30][C:26]([CH2:27][CH2:28]Br)=[CH:25][CH:24]=1.C(=O)(O)[O-].[Na+]>CN(C)C=O>[ClH:1].[CH2:2]([O:4][C:5]([C:7]1[S:11][C:10]2[CH:12]=[CH:13][CH:14]=[C:15]([N:16]3[CH2:17][CH2:18][N:19]([CH2:28][CH2:27][C:26]4[CH:30]=[CH:31][C:23]([F:22])=[CH:24][CH:25]=4)[CH2:20][CH2:21]3)[C:9]=2[CH:8]=1)=[O:6])[CH3:3] |f:0.1,3.4,6.7|. Reported procedure: In an analogous manner to example 6, the title compound (0.83 g, recrystallized from 27 mL methanol and 15 mL acetonitrile) as a white solid, mp 265°-270° C. dec., is prepared from ethyl-4-(1-piperazinyl)benzo[b]thiophene-2-carboxylate monohydrochloride (5.5 g, 16.8 mmol, prepared in example 5), 4-fluorophenethyl bromide (3.42 g, 16.8 mmol), sodium bicarbonate (2.83 g, 33.7 mmol) and N,N-dimethylformamide (85 mL); 1H NMR (DMSO-d6) δ 11.33 (1H, bs), 8.10 (1H, s), 7.76 (1H, d, J=8.2 Hz), 7.50 (1H,... The product is C(#C)[C@@]1(C[C@@H]2CC[C@H]3[C@@H]4CC[C@@H]([C@@]4(C)CC[C@@H]3[C@]2(CC1)C)OC)O (3β-ethynyl-3-hydroxy-17β-methoxy-5α-androstane). RXN SMILES: Br[CH:2]=[CH:3]Br.[Li]CCCC.[CH3:10][O:11][C@H:12]1[CH2:17][CH2:16][C@H:15]2[C@H:18]3[C@H:28]([CH2:29][CH2:30][C@:13]12[CH3:14])[C@:26]1([CH3:27])[C@H:21]([CH2:22][C:23](=[O:31])[CH2:24][CH2:25]1)[CH2:20][CH2:19]3>C1COCC1.C(Cl)Cl>[C:2]([C@@:23]1([OH:31])[CH2:24][CH2:25][C@@:26]2([CH3:27])[C@@H:21]([CH2:20][CH2:19][C@@H:18]3[C@@H:28]2[CH2:29][CH2:30][C@@:13]2([CH3:14])[C@H:15]3[CH2:16][CH2:17][C@@H:12]2[O:11][CH3:10])[CH2:22]1)#[CH:3]. Yield: 4.3%. The solvent is C1CCOC1 (THF), C1CCOC1 (THF), C(Cl)Cl (CH2Cl2). Starting materials: BrC=CBr (1,2-dibromoethylene), [Li]CCCC (n-BuLi), CO[C@@H]1[C@]2(C)[C@@H](CC1)[C@@H]1CC[C@H]3CC(CC[C@]3(C)[C@H]1CC2)=O (17β-methoxy-5α-androstan-3-one), crude product. Run at temperature -70 celsius, time 0.25 hour. Procedure details: A solution of 1,2-dibromoethylene (1.7 mL, 21 mmol) in dry THF (25 mL) was treated with n-BuLi (16.8 mL, 2.5M in THF, 42 mmol) at -65° C. After stirring the mixture at -70° C. for 0.25 hr, a solution of 17β-methoxy-5α-androstan-3-one (2.128 g, 7 mmol) in THF (22 mL) was added and the mixture was stirred at -78° C. for 30 min. The cooling bath was then removed and the mixture was quenched with NH4Cl solution (3 mL). The solvents were removed and the residue was extracted with EtOAc. The organic l... Reactants: COC(C1=C(C=C(C(=O)OC)C=C1)N)=O (2-amino-terephthalic acid dimethyl ester), C(C)(C)(C)OC(=O)NCCCC(C(=O)O)NC(=O)OCC1C2=CC=CC=C2C=2C=CC=CC12 (5-t-butoxycarbonylamino-2-(9H-fluoren-9-ylmethoxycarbonylamino)-valeric acid), P(=O)(Cl)(Cl)Cl (phosphorus oxychloride). Solvent: N1=CC=CC=C1 (pyridine). Conditions: temperature -15 celsius, time 1 hour. Yields the product COC(C1=C(C=C(C(=O)OC)C=C1)NC(C(CCCNC(=O)OC(C)(C)C)NC(=O)OCC1C2=CC=CC=C2C=2C=CC=CC12)=O)=O (2-[5-t-butoxycarbonylamino-2-(9H-fluoren-9-ylmethoxycarbonyl amino)-pentanoylamino]-terephthalic acid dimethyl ester). The yield is 73.9%. Reaction SMILES: [CH3:1][O:2][C:3](=[O:15])[C:4]1[CH:13]=[CH:12][C:7]([C:8]([O:10][CH3:11])=[O:9])=[CH:6][C:5]=1[NH2:14].[C:16]([O:20][C:21]([NH:23][CH2:24][CH2:25][CH2:26][CH:27]([NH:31][C:32]([O:34][CH2:35][CH:36]1[C:48]2[CH:47]=[CH:46][CH:45]=[CH:44][C:43]=2[C:42]2[C:37]1=[CH:38][CH:39]=[CH:40][CH:41]=2)=[O:33])[C:28](O)=[O:29])=[O:22])([CH3:19])([CH3:18])[CH3:17].P(Cl)(Cl)(Cl)=O>N1C=CC=CC=1>[CH3:1][O:2][C:3](=[O:15])[C:4]1[CH:13]=[CH:12][C:7]([C:8]([O:10][CH3:11])=[O:9])=[CH:6][C:5]=1[NH:14][C:28](=[O:29])[CH:27]([NH:31][C:32]([O:34][CH2:35][CH:36]1[C:37]2[CH:38]=[CH:39][CH:40]=[CH:41][C:42]=2[C:43]2[C:48]1=[CH:47][CH:46]=[CH:45][CH:44]=2)=[O:33])[CH2:26][CH2:25][CH2:24][NH:23][C:21]([O:20][C:16]([CH3:19])([CH3:18])[CH3:17])=[O:22]. Reported procedure: In anhydrous pyridine (30 ml), 2-amino-terephthalic acid dimethyl ester (manufactured by Merck Ltd.) (1.46 g) and 5-t-butoxycarbonylamino-2-(9H-fluoren-9-ylmethoxycarbonylamino)-valeric acid (manufactured by Watanabe Chemical Industries, Ltd.) (3.18 g) were dissolved. The whole was cooled to −15° C. and added with phosphorus oxychloride (0.718 ml), followed by stirring at room temperature for 1 hour. After completion of the reaction, the whole was poured in ice-cold water and subjected to extrac... Starting materials: O=C([O-])[O-], CN(C)C=O, [K+], [K+], CC(C)(N)COS(=O)(=O)[O-], CC(C)=CCn1c(S)nc2c1c(=O)n(CC(=O)c1ccccc1)c(=O)n2C. The product is CC(C)=CCn1c(SCC(C)(C)N)nc2c1c(=O)n(CC(=O)c1ccccc1)c(=O)n2C. RXN SMILES: [C:28](=[O:29])([O-:30])[O-:31].[CH3:44][N:45]([CH3:46])[CH:47]=[O:48].[K+:32].[K+:33].[NH2:34][C:35]([CH2:36][O:37][S:38]([O-:39])(=[O:40])=[O:41])([CH3:42])[CH3:43].[SH:1][c:2]1[n:3][c:4]2[n:5]([CH3:27])[c:6](=[O:26])[n:7]([CH2:17][C:18]([c:19]3[cH:20][cH:21][cH:22][cH:23][cH:24]3)=[O:25])[c:8](=[O:16])[c:9]2[n:10]1[CH2:11][CH:12]=[C:13]([CH3:14])[CH3:15]>>[S:1]([c:2]1[n:3][c:4]2[n:5]([CH3:27])[c:6](=[O:26])[n:7]([CH2:17][C:18]([c:19]3[cH:20][cH:21][cH:22][cH:23][cH:24]3)=[O:25])[c:8](=[O:16])[c:9]2[n:10]1[CH2:11][CH:12]=[C:13]([CH3:14])[CH3:15])[CH2:36][C:35]([NH2:34])([CH3:42])[CH3:43]. Starting materials: BrC1=CC=C(C(=O)C=2C=CC(NC2C)=O)C=C1 (5-(4-bromobenzoyl)-6-methyl-2(1H)-pyridinone), CN(C)C(OC(C)(C)C)N(C)C (bis-(dimethylamino)-t-butoxymethane). Solvent: O1CCOCC1 (p-dioxane). Yields the product BrC1=CC=C(C(=O)C=2C=CC(NC2C=CN(C)C)=O)C=C1 (5-(4-Bromobenzoyl)-6-[2-(dimethylamino)ethenyl]-2(1H)-pyridinone). RXN SMILES: [Br:1][C:2]1[CH:17]=[CH:16][C:5]([C:6]([C:8]2[CH:9]=[CH:10][C:11](=[O:15])[NH:12][C:13]=2[CH3:14])=[O:7])=[CH:4][CH:3]=1.[CH3:18][N:19]([CH:21](N(C)C)OC(C)(C)C)[CH3:20]>O1CCOCC1>[Br:1][C:2]1[CH:3]=[CH:4][C:5]([C:6]([C:8]2[CH:9]=[CH:10][C:11](=[O:15])[NH:12][C:13]=2[CH:14]=[CH:18][N:19]([CH3:21])[CH3:20])=[O:7])=[CH:16][CH:17]=1. Reported procedure: m.p. 265°-268° C. with decomposition, 53.8 g, was prepared following the procedure described in Example B-2 using 44 g of 5-(4-bromobenzoyl)-6-methyl-2(1H)-pyridinone, 300 ml of p-dioxane and 35 ml of bis-(dimethylamino)-t-butoxymethane. Reactants: COC(=O)C=1C=C(C(=O)C2=NC(=CC=C2)\C=C\C(CCCCCCCC)O)C=C(C1)C(=O)OC (2-[3,5-bis-(methoxycarbonyl)-benzoyl]-6-[(1E)-(3RS)-3-hydroxy-1-undecenyl]-pyridine), 1, [OH-].[Na+] (sodium hydroxide). Run in CO (methanol). Yields the product C(=O)(O)C=1C=C(C(=O)C2=NC(=CC=C2)\C=C\C(CCCCCCCC)O)C=C(C1)C(=O)O (2-[3,5-bis-(Carboxy)-benzoyl]-6-[(1E)-(3RS)-3-hydroxy-1-undecenyl]-pyridine). Isolated yield 31.9%. RXN SMILES: C[O:2][C:3]([C:5]1[CH:6]=[C:7]([CH:28]=[C:29]([C:31]([O:33]C)=[O:32])[CH:30]=1)[C:8]([C:10]1[CH:15]=[CH:14][CH:13]=[C:12](/[CH:16]=[CH:17]/[CH:18]([OH:27])[CH2:19][CH2:20][CH2:21][CH2:22][CH2:23][CH2:24][CH2:25][CH3:26])[N:11]=1)=[O:9])=[O:4].[OH-].[Na+]>CO>[C:3]([C:5]1[CH:6]=[C:7]([CH:28]=[C:29]([C:31]([OH:33])=[O:32])[CH:30]=1)[C:8]([C:10]1[CH:15]=[CH:14][CH:13]=[C:12](/[CH:16]=[CH:17]/[CH:18]([OH:27])[CH2:19][CH2:20][CH2:21][CH2:22][CH2:23][CH2:24][CH2:25][CH3:26])[N:11]=1)=[O:9])([OH:4])=[O:2] |f:1.2|. Reported procedure: Under the conditions of example 2, 20 mg of 2-[3,5-bis-(methoxycarbonyl)-benzoyl]-6-[(1E)-(3RS)-3-hydroxy-1-undecenyl]-pyridine in 2 ml of methanol is saponified with 2 ml of 1 n sodium hydroxide solution and worked up. 6 mg of the title compound is obtained as colorless oil. Reactants: CN(C)C=O, O=C(Cl)C(=O)Cl, ClCCl, O=C(O)c1cc2ccccc2[nH]1. The product is O=C(Cl)c1cc2ccccc2[nH]1. As a reaction SMILES: [CH3:19][N:20]([CH3:21])[CH:22]=[O:23].[Cl:13][C:14]([C:15]([Cl:16])=[O:17])=[O:18].[Cl:24][CH2:25][Cl:26].[nH:1]1[c:2]([C:10](=[O:11])[OH:12])[cH:3][c:4]2[cH:5][cH:6][cH:7][cH:8][c:9]12>>[nH:1]1[c:2]([C:10](=[O:12])[Cl:13])[cH:3][c:4]2[cH:5][cH:6][cH:7][cH:8][c:9]12.